This data is from the Open Reaction Database (ORD), a public repository of structured organic reaction records. The task is: describe an organic reaction: reactants, conditions, products, and yield The reactants are OP(=O)(O)O (H3PO4), N1CCNCC1 (piperazine), N1CCNCC1 (piperazine), P(=O)([O-])([O-])[O-] (orthophosphate). Run in O (H2O), O (H2O). The product is P(=O)(O)(O)O.N1CCNCC1 (piperazine orthophosphate). Reaction SMILES: [OH:1][P:2]([OH:5])([OH:4])=[O:3].[NH:6]1[CH2:11][CH2:10][NH:9][CH2:8][CH2:7]1.P([O-])([O-])([O-])=O>O>[P:2]([OH:5])([OH:4])([OH:3])=[O:1].[NH:6]1[CH2:11][CH2:10][NH:9][CH2:8][CH2:7]1 |f:4.5|. Reported procedure: 200 g of H3PO4 (85%) in 200 cc of H2O were reacted with 77 g of piperazine (97%) in 300 cc of H2O at a maximum temperature of 65° C. and at a pH of about 5. The precipitate, consisting of the acid orthophosphate of piperazine, was maintained at a temperature from 0° to 5° C. for about 20 hours, then it was filtered and dried. Reactants: O1COC2=C1C=CC(=C2)C=2C(OC(C2CC2=CC(=C(C(=C2)OC)OC)OC)(C2=CC=C(C=C2)OC)O)=O (3-Benzo[1,3]dioxol-5-yl-5-hydroxy-5-(4-methoxy-phenyl)-4-(3,4,5-trimethoxy-benzyl)-5H-furan-2-one), CN(CCO)C (N,N-dimethyl-ethanolamine), CN(CCO)C (N,N-dimethylethanolamine). Solvent: ClCCl (dichloromethane). Reaction conditions: time 48 hour. The product is O1COC2=C1C=CC(=C2)C=2C(OC(C2CC2=CC(=C(C(=C2)OC)OC)OC)(C2=CC=C(C=C2)OC)OCCN(C)C)=O (3-Benzo[1,3]dioxol-5-yl-5-(2-dimethylamino-ethoxy)-5-(4-methoxy-phenyl)-4-(3,4,5-trimethoxy-benzyl)-5H-furan-2-one). RXN SMILES: [O:1]1[C:5]2[CH:6]=[CH:7][C:8]([C:10]3[C:11](=[O:37])[O:12][C:13]([OH:36])([C:28]4[CH:33]=[CH:32][C:31]([O:34][CH3:35])=[CH:30][CH:29]=4)[C:14]=3[CH2:15][C:16]3[CH:21]=[C:20]([O:22][CH3:23])[C:19]([O:24][CH3:25])=[C:18]([O:26][CH3:27])[CH:17]=3)=[CH:9][C:4]=2[O:3][CH2:2]1.[CH3:38][N:39]([CH3:43])[CH2:40][CH2:41]O>ClCCl>[O:1]1[C:5]2[CH:6]=[CH:7][C:8]([C:10]3[C:11](=[O:37])[O:12][C:13]([O:36][CH2:41][CH2:40][N:39]([CH3:43])[CH3:38])([C:28]4[CH:29]=[CH:30][C:31]([O:34][CH3:35])=[CH:32][CH:33]=4)[C:14]=3[CH2:15][C:16]3[CH:17]=[C:18]([O:26][CH3:27])[C:19]([O:24][CH3:25])=[C:20]([O:22][CH3:23])[CH:21]=3)=[CH:9][C:4]=2[O:3][CH2:2]1. Procedure details: To 125 mL dichloromethane was added 3-Benzo[1,3]dioxol-5-yl-5-hydroxy-5-(4-methoxy-phenyl)-4-(3,4,5-trimethoxy-benzyl)-5H-furan-2-one 6.06 g (11.96 mmol), giving a suspension. N,N-dimethyl-ethanolamine 4 g (44.9 mmol) was added, and the mixture was purged with anhydrous HCl gas until saturated. After an hour at room temperature, additional N,N-dimethylethanolamine 2 g (22.45 mmol) was added, followed by stirring for 48 hours at room temperature. The mixture was evaporated in vacuo and the residu... The reactants are ClC1=NC=CC=C1[N+](=O)[O-] (2-chloro-3-nitropyridine), C1(=C(C(=CC(=C1)C)C)OB(O)O)C (mesitylboric acid), O.O.O.O.O.O.O.O.[OH-].[Ba+2].[OH-] (barium hydroxide octahydrate). Reagents/catalysts: C=1C=CC(=CC1)[P](C=2C=CC=CC2)(C=3C=CC=CC3)[Pd]([P](C=4C=CC=CC4)(C=5C=CC=CC5)C=6C=CC=CC6)([P](C=7C=CC=CC7)(C=8C=CC=CC8)C=9C=CC=CC9)[P](C=1C=CC=CC1)(C=1C=CC=CC1)C=1C=CC=CC1 (Pd(PPh3)4). Run in COC(C)OC (2,2-dimethoxyethane), O (water). Yields the product C1(=C(C(=CC(=C1)C)C)C1=NC=CC=C1[N+](=O)[O-])C (2-Mesityl-3-nitropyridine). Yield: 78.5%. RXN SMILES: Cl[C:2]1[C:7]([N+:8]([O-:10])=[O:9])=[CH:6][CH:5]=[CH:4][N:3]=1.[C:11]1([CH3:23])[CH:16]=[C:15]([CH3:17])[CH:14]=[C:13]([CH3:18])[C:12]=1OB(O)O.O.O.O.O.O.O.O.O.[OH-].[Ba+2].[OH-]>COC(OC)C.O.C1C=CC([P]([Pd]([P](C2C=CC=CC=2)(C2C=CC=CC=2)C2C=CC=CC=2)([P](C2C=CC=CC=2)(C2C=CC=CC=2)C2C=CC=CC=2)[P](C2C=CC=CC=2)(C2C=CC=CC=2)C2C=CC=CC=2)(C2C=CC=CC=2)C2C=CC=CC=2)=CC=1>[C:11]1([CH3:23])[CH:16]=[C:15]([CH3:17])[CH:14]=[C:13]([CH3:18])[C:12]=1[C:2]1[C:7]([N+:8]([O-:10])=[O:9])=[CH:6][CH:5]=[CH:4][N:3]=1 |f:2.3.4.5.6.7.8.9.10.11.12,^1:45,47,66,85|. Procedure details: A solution of 2-chloro-3-nitropyridine (5.0 g, 31.5 mmol), mesitylboric acid (5.65 g, 34.7 mmol), Pd(PPh3)4 (1.82 g, 1.58 mmol) and barium hydroxide octahydrate (14.9 g, 47.3 mmol) in 2,2-dimethoxyethane (150 mL) and water (25 mL) was heated under reflux for one day. The mixture was filtered through Celite, and the filtrate was diluted with ethyl acetate, washed with brine, dried over anhydrous magnesium sulfate and evaporated. The residue was purified by silica gel column chromatogrpahy (10% et... The reactants are 50, COC1=CC=C(C=C1)N1CCN(CC1)C1=CC=C(C=C1)NC(OC1=CC=CC=C1)=O (phenyl [4-[4-(4-methoxyphenyl)-1-piperazinyl]phenyl]carbamate), N1C(CCCC1)C(=O)OCC (ethyl 2-piperidinecarboxylate), O1CCOCC1 (1,4-dioxane). The reagents and catalysts are CN(C1=CC=NC=C1)C (N,N-dimethyl-4-pyridinamine). Solvent: O (water). Reaction conditions: time 5 hour. The product is 24.8, COC1=CC=C(C=C1)N1CCN(CC1)C1=CC=C(C=C1)N1C(N2C(CCCC2)C1=O)=O (5,6,7,8-tetrahydro-2-[4-[4-(4-methoxyphenyl)-1-piperazinyl]phenyl]imidazo[1,5-a]pyridine-1,3(2H,8aH)-dione). Isolated yield 47.5%. RXN SMILES: [CH3:1][O:2][C:3]1[CH:8]=[CH:7][C:6]([N:9]2[CH2:14][CH2:13][N:12]([C:15]3[CH:20]=[CH:19][C:18]([NH:21][C:22](=[O:30])OC4C=CC=CC=4)=[CH:17][CH:16]=3)[CH2:11][CH2:10]2)=[CH:5][CH:4]=1.[NH:31]1[CH2:36][CH2:35][CH2:34][CH2:33][CH:32]1[C:37](OCC)=[O:38].O1CCOCC1>CN(C)C1C=CN=CC=1.O>[CH3:1][O:2][C:3]1[CH:8]=[CH:7][C:6]([N:9]2[CH2:10][CH2:11][N:12]([C:15]3[CH:16]=[CH:17][C:18]([N:21]4[C:37](=[O:38])[CH:32]5[CH2:33][CH2:34][CH2:35][CH2:36][N:31]5[C:22]4=[O:30])=[CH:19][CH:20]=3)[CH2:13][CH2:14]2)=[CH:5][CH:4]=1. Procedure details: A mixture of 50 parts of phenyl [4-[4-(4-methoxyphenyl)-1-piperazinyl]phenyl]carbamate, 22.7 parts of ethyl 2-piperidinecarboxylate, 4 parts of N,N-dimethyl-4-pyridinamine and 300 parts of 1,4-dioxane was stirred for 5 hours at reflux temperature. After saturation with water, the reaction mixture was heated for 30 minutes. After cooling, the precipitated product was filtered off, washed with 2-propanol and purified by column chromatography over silica gel using a mixture of trichloromethane and ... Reactants: C(C1=CC=CC=C1)OC=1N=NC(=CC1OCC1=CC=CC=C1)Cl (3,4-bis(benzyloxy)-6-chloropyridazine), C(C1=CC=CC=C1)OC=1N=NC(=CC1OCC1=CC=CC=C1)Cl (3,4-bis(benzyloxy)-6-chloropyridazine), [Cl-].ClC=1C=C(C[Zn+])C=CC1 ((3-chlorobenzyl)zinc(II) chloride), solution. Reagents/catalysts: C=1C=CC(=CC1)[P](C=2C=CC=CC2)(C=3C=CC=CC3)[Pd]([P](C=4C=CC=CC4)(C=5C=CC=CC5)C=6C=CC=CC6)([P](C=7C=CC=CC7)(C=8C=CC=CC8)C=9C=CC=CC9)[P](C=1C=CC=CC1)(C=1C=CC=CC1)C=1C=CC=CC1 (tetrakis(triphenylphosphine)palladium(0)). The solvent is O1CCCC1 (tetrahydrofuran), O1CCCC1 (tetrahydrofuran). Conditions: temperature 60 celsius, time 17 hour. Product: C(C1=CC=CC=C1)OC=1N=NC(=CC1OCC1=CC=CC=C1)CC1=CC(=CC=C1)Cl (3,4-bis(Benzyloxy)-6-[(3-chlorophenyl)methyl]pyridazine). Yield: 23.0%. As a reaction SMILES: [CH2:1]([O:8][C:9]1[N:10]=[N:11][C:12](Cl)=[CH:13][C:14]=1[O:15][CH2:16][C:17]1[CH:22]=[CH:21][CH:20]=[CH:19][CH:18]=1)[C:2]1[CH:7]=[CH:6][CH:5]=[CH:4][CH:3]=1.[Cl-].[Cl:25][C:26]1[CH:27]=[C:28]([CH:31]=[CH:32][CH:33]=1)[CH2:29][Zn+]>O1CCCC1.C1C=CC([P]([Pd]([P](C2C=CC=CC=2)(C2C=CC=CC=2)C2C=CC=CC=2)([P](C2C=CC=CC=2)(C2C=CC=CC=2)C2C=CC=CC=2)[P](C2C=CC=CC=2)(C2C=CC=CC=2)C2C=CC=CC=2)(C2C=CC=CC=2)C2C=CC=CC=2)=CC=1>[CH2:1]([O:8][C:9]1[N:10]=[N:11][C:12]([CH2:29][C:28]2[CH:31]=[CH:32][CH:33]=[C:26]([Cl:25])[CH:27]=2)=[CH:13][C:14]=1[O:15][CH2:16][C:17]1[CH:22]=[CH:21][CH:20]=[CH:19][CH:18]=1)[C:2]1[CH:7]=[CH:6][CH:5]=[CH:4][CH:3]=1 |f:1.2,^1:42,44,63,82|. Procedure: To a stirred solution of 3,4-bis(benzyloxy)-6-chloropyridazine (Intermediate 1) (1 g, 3.1 mmol) in dry tetrahydrofuran (12.2 ml) was added tetrakis(triphenylphosphine)palladium(0) (0.18 g, 0.153 mmol) and (3-chlorobenzyl)zinc(II) chloride (9.2 ml of a 0.5 M solution in tetrahydrofuran, 4.6 mmol). The reaction was stirred at 60° C. for 17 hours and then partitioned between ethyl acetate and water. The organic extracts were washed with water and brine and then dried, filtered and concentrated to g... The reactants are C(C)(=O)O[C@H]1[C@@H](O[C@@H]([C@H]([C@@H]1OC(C)=O)OC(C)=O)COC(C)=O)OC1=NNC(=C1CC1=C(C=C(C=C1)\C=C\C(=O)O)C)C(C)C (3-(2,3,4,6-tetra-O-acetyl-β-D-glucopyranosyloxy)-4-({4-[(1E)-2-carboxyvinyl]-2-methyl-phenyl}methyl)-5-isopropyl-1H-pyrazole), NC(CO)(CO)C (2-amino-2-methyl-1,3-propanediol), [Cl-].[NH4+] (ammonium chloride). Product: [C@@H]1([C@H](O)[C@@H](O)[C@H](O)[C@H](O1)CO)OC1=NNC(=C1CC1=C(C=C(C=C1)\C=C\C(NC(CO)(C)CO)=O)C)C(C)C (3-(β-D-Glucopyranosyloxy)-4-[(4-{(1E)-2-[2-hydroxy-1-hydroxymethyl-1-(methyl)ethylcarbamoyl]vinyl}-2-methyl-phenyl)methyl]-5-isopropyl-1H-pyrazole). Reaction SMILES: C([O:4][C@@H:5]1[C@@H:10]([O:11]C(=O)C)[C@H:9]([O:15]C(=O)C)[C@@H:8]([CH2:19][O:20]C(=O)C)[O:7][C@H:6]1[O:24][C:25]1[C:29]([CH2:30][C:31]2[CH:36]=[CH:35][C:34](/[CH:37]=[CH:38]/[C:39](O)=[O:40])=[CH:33][C:32]=2[CH3:42])=[C:28]([CH:43]([CH3:45])[CH3:44])[NH:27][N:26]=1)(=O)C.[NH2:46][C:47]([CH3:52])([CH2:50][OH:51])[CH2:48][OH:49].[Cl-].[NH4+]>>[C@@H:6]1([O:24][C:25]2[C:29]([CH2:30][C:31]3[CH:36]=[CH:35][C:34](/[CH:37]=[CH:38]/[C:39](=[O:40])[NH:46][C:47]([CH2:50][OH:51])([CH3:52])[CH2:48][OH:49])=[CH:33][C:32]=3[CH3:42])=[C:28]([CH:43]([CH3:45])[CH3:44])[NH:27][N:26]=2)[O:7][C@H:8]([CH2:19][OH:20])[C@@H:9]([OH:15])[C@H:10]([OH:11])[C@H:5]1[OH:4] |f:2.3|. Reported procedure: The title compound was prepared in a similar manner to that described in Example 26 using 3-(2,3,4,6-tetra-O-acetyl-β-D-glucopyranosyloxy)-4-({4-[(1E)-2-carboxyvinyl]-2-methyl-phenyl}methyl)-5-isopropyl-1H-pyrazole and 2-amino-2-methyl-1,3-propanediol instead of 3-(2,3,4,6-tetra-O-acetyl-β-D-glucopyranosyloxy)-4-({4-[(1E)-3-carboxyprop-1-enyl]-phenyl}methyl)-5-isopropyl-1H-pyrazole and ammonium chloride, respectively.